From a dataset of the Open Reaction Database (ORD), a public repository of structured organic reaction records. describe an organic reaction: reactants, conditions, products, and yield Starting materials: C([O-])([O-])=O.[Na+].[Na+] (Sodium carbonate), N1CCNCCC1 (homopiperazine), BrCC(=O)OCC (ethyl bromoacetate). The solvent is CC#N (CH3CN). Reaction conditions: time 6 hour. The product is C(C)OC(CN1CCNCCC1)=O ([1,4]diazepan-1-yl-acetic acid ethyl ester). Isolated yield 80.4%. Reaction SMILES: C(=O)([O-])[O-].[Na+].[Na+].[NH:7]1[CH2:13][CH2:12][CH2:11][NH:10][CH2:9][CH2:8]1.Br[CH2:15][C:16]([O:18][CH2:19][CH3:20])=[O:17]>CC#N>[CH2:19]([O:18][C:16](=[O:17])[CH2:15][N:7]1[CH2:13][CH2:12][CH2:11][NH:10][CH2:9][CH2:8]1)[CH3:20] |f:0.1.2|. Reported procedure: Sodium carbonate (1.27 g) was added to a solution of homopiperazine (5.99 g; 5 eq.) and ethyl bromoacetate (2.0 g; 1 eq.) in CH3CN (120 mL). The reaction was stirred at room temperature for 6 h. The reaction mixture was filtered thru a celite pad. The filtrate was concentrated. The remaining residual was dissolved in CHCl3 (120 mL), washed by H2O (50 mL×3) and brine (50 mL×1), dried by Na2SO4 and concentrated to give [1,4]diazepan-1-yl-acetic acid ethyl ester (1.794 g), which was carried on for ... Reactants: C(C)(C)(C)C1C(CCC(C1)C(C)(C)C)O (2,4-di-tert-butylcyclohexanol). Reagents/catalysts: [Cu].[Cr] (copper chromium). Conditions: time 15 hour. Yields the product C(C)(C)(C)C1C(CCC(C1)C(C)(C)C)=O (2,4-di-tert-butylcyclohexanone). Isolated yield 97.7%. RXN SMILES: [C:1]([CH:5]1[CH2:10][CH:9]([C:11]([CH3:14])([CH3:13])[CH3:12])[CH2:8][CH2:7][CH:6]1[OH:15])([CH3:4])([CH3:3])[CH3:2]>[Cu].[Cr]>[C:1]([CH:5]1[CH2:10][CH:9]([C:11]([CH3:14])([CH3:13])[CH3:12])[CH2:8][CH2:7][C:6]1=[O:15])([CH3:4])([CH3:3])[CH3:2] |f:1.2|. Procedure details: 200 g (0.944 mole) of the 2,4-di-tert-butylcyclohexanol as prepared in Synthetic Example 2 and 2.0 g of a copper/chromium catalyst were introduced into a 500 ml four-necked flask and vigorously stirred therein at a temperature of 215° to 220° C. under a reduced pressure of 200 to 300 mmHg. This dehydrogenation procedure was carried out for 15 hours. After completion of the reaction, the heating and stirring were ceased and the reaction mixture was cooled to room temperature. Then the catalyst wa... Reactants: Cl (hydrochloric acid), N1=CC(=CC=C1)C#N (3-pyridinecarbonitrile), [N-]=[N+]=[N-].[Na+] (sodium azide), [Cl-].[NH4+] (ammonium chloride). Run in CN(C)C=O (DMF), O (water). Yields the product N=1NN=NC1C=1C=NC=CC1 (3-(2H-tetrazol-5-yl)pyridine). As a reaction SMILES: [N:1]1[CH:6]=[CH:5][CH:4]=[C:3]([C:7]#[N:8])[CH:2]=1.[N-:9]=[N+:10]=[N-:11].[Na+].[Cl-].[NH4+].Cl>CN(C=O)C.O>[N:8]1[NH:9][N:10]=[N:11][C:7]=1[C:3]1[CH:2]=[N:1][CH:6]=[CH:5][CH:4]=1 |f:1.2,3.4|. Procedure: 30 g (288 mmol) of 3-pyridinecarbonitrile, 28.1 g (432 mmol) of sodium azide (NaN3), and 23.1 g (432 mmol) of ammonium chloride were dissolved in 200 mL of DMF. The solution was reacted at 100° C. for 24 hours. Then, water was added to the acquired reactant. The resulting product was neutralized with hydrochloric acid and then filtered, obtaining 19.6 g (Y=46%) of a white solid.